This data is from the Open Reaction Database (ORD), a public repository of structured organic reaction records. The task is: describe an organic reaction: reactants, conditions, products, and yield Reactants: C(C1=CC=CC=C1)(C1=CC=CC=C1)(C1=CC=CC=C1)N1C=NC(=C1)C(CN)C (2-(1-trityl-1H-imidazol-4-yl)-propylamine), C=O (formaldehyde), crude product. Solvent: Cl (HCl). Run at temperature 95 celsius. Yields the product CC1C2C(CNC1)N=CN2 (7-methyl-3a.4,5,6,7.7a-hexahydro-1H-imidazo[4,5-c]pyridine). As a reaction SMILES: C([N:20]1[CH:24]=[C:23]([CH:25]([CH3:28])[CH2:26][NH2:27])[N:22]=[CH:21]1)(C1C=CC=CC=1)(C1C=CC=CC=1)C1C=CC=CC=1.[CH2:29]=O>Cl>[CH3:28][CH:25]1[CH2:26][NH:27][CH2:29][CH:24]2[N:20]=[CH:21][NH:22][CH:23]12. Procedure: 3.2 g 2-(1-trityl-1H-imidazol-4-yl)-propylamine is suspended in aqueous HCl (1 N). After the addition of 2.9 mL formaldehyde the mixture is heated to 95° C. with stirring. After 5 h it is cooled to RT, suction filtered to remove the precipitate formed and the solvent is eliminated in vacuo. This crude product is used in the following reaction step without further purification.